From a dataset of the Open Reaction Database (ORD), a public repository of structured organic reaction records. describe an organic reaction: reactants, conditions, products, and yield Reaction SMILES: [CH3:18][CH2:19][CH2:20][CH2:21][CH2:22][CH3:23].[CH3:1][C:2]([CH2:3][CH2:4][CH:5]=[C:6]([CH3:7])[CH3:8])=[N:9][c:10]1[cH:11][cH:12][cH:13][cH:14][cH:15]1.[H:16][H:17].[cH:24]1[cH:25][cH:26][cH:27][cH:28][cH:29]1>>[CH3:1][CH:2]([CH2:3][CH2:4][CH:5]=[C:6]([CH3:7])[CH3:8])[NH:9][c:10]1[cH:11][cH:12][cH:13][cH:14][cH:15]1. Reactants: CCCCCC, CC(C)=CCCC(C)=Nc1ccccc1, [H][H], c1ccccc1. Yields the product CC(C)=CCCC(C)Nc1ccccc1. Starting materials: Cl (hydrochloric acid), C(C1=CC=CC=C1)(=O)C=1C=C(C(NC1C)=O)C#N (5-benzoyl-1,2-dihydro-6-methyl-2-oxo-3-pyridine carbonitrile), O (water). The product is C(C1=CC=CC=C1)(=O)C=1C=C(C(NC1C)=O)C(=O)N (5-Benzoyl-1,2-dihydro-6-methyl-2-oxo-3-pyridinecarboxamide). As a reaction SMILES: Cl.[C:2]([C:10]1[CH:11]=[C:12]([C:18]#[N:19])[C:13](=[O:17])[NH:14][C:15]=1[CH3:16])(=[O:9])[C:3]1[CH:8]=[CH:7][CH:6]=[CH:5][CH:4]=1.[OH2:20]>>[C:2]([C:10]1[CH:11]=[C:12]([C:18]([NH2:19])=[O:20])[C:13](=[O:17])[NH:14][C:15]=1[CH3:16])(=[O:9])[C:3]1[CH:4]=[CH:5][CH:6]=[CH:7][CH:8]=1. Procedure: Admix 80 ml 35% hydrochloric acid and 20 g (0.078 mole) of 5-benzoyl-1,2-dihydro-6-methyl-2-oxo-3-pyridine carbonitrile, stir the mixture at 40° C. for 5 hours, cool, and dilute the resulting mixture with 80 ml water. Collect the title compound as a precipitate. Starting materials: N12CCCCCC2=NCCC1 (1,8-diazabicyclo[5.4.0]undec-7-ene), O1[C@H]2[C@@H]([C@@H](C1)O)OC[C@H]2O ((3R,3aR,6R,6aR)-Hexahydrofuro[3,2-b]furan-3,6-diol), ClC=1C=C2C(=NC1I)N(C(=N2)S(=O)(=O)C)COCC[Si](C)(C)C (6-chloro-5-iodo-2-(methylsulfonyl)-3-(2-trimethylsilanyl-ethoxymethyl)-3H-imidazo[4,5-b]pyridine). Solvent: CN(C=O)C (N,N-dimethylformamide), CN(C=O)C (N,N-dimethylformamide). Run at time 2 hour. Yields the product ClC=1C=C2C(=NC1I)N(C(=N2)O[C@@H]2CO[C@H]1[C@@H]2OC[C@H]1O)COCC[Si](C)(C)C ((3R,3aR,6R,6aR)-6-(6-Chloro-5-iodo-3-(2-trimethylsilanyl-ethoxymethyl)-3H-imidazo[4,5-b]pyridin-2-yloxy)hexahydrofuro[3,2-b]furan-3-ol). As a reaction SMILES: [O:1]1[CH2:5][C@@H:4]([OH:6])[C@H:3]2[O:7][CH2:8][C@@H:9]([OH:10])[C@@H:2]12.N12CCCN=C1CCCCC2.[Cl:22][C:23]1[CH:24]=[C:25]2[N:32]=[C:31](S(C)(=O)=O)[N:30]([CH2:37][O:38][CH2:39][CH2:40][Si:41]([CH3:44])([CH3:43])[CH3:42])[C:26]2=[N:27][C:28]=1[I:29]>CN(C)C=O>[Cl:22][C:23]1[CH:24]=[C:25]2[N:32]=[C:31]([O:6][C@H:4]3[C@H:3]4[O:7][CH2:8][C@@H:9]([OH:10])[C@H:2]4[O:1][CH2:5]3)[N:30]([CH2:37][O:38][CH2:39][CH2:40][Si:41]([CH3:44])([CH3:43])[CH3:42])[C:26]2=[N:27][C:28]=1[I:29]. Procedure details: (3R,3aR,6R,6aR)-Hexahydrofuro[3,2-b]furan-3,6-diol (1.84 g) is dissolved in N,N-dimethylformamide (10 mL) and treated with 1,8-diazabicyclo[5.4.0]undec-7-ene (DBU; 1.9 mL). A solution of 6-chloro-5-iodo-2-(methylsulfonyl)-3-(2-trimethylsilanyl-ethoxymethyl)-3H-imidazo[4,5-b]pyridine (2.05 g) in N,N-dimethylformamide (20 mL) is added dropwise and the mixture is stirred for 2 hours at room temperature. The mixture is partitioned between water and ethylacetate and the organic phase is washed with b... The reactants are CC(=O)Nc1ccc(C(=O)O)cc1OC(C)=O, CC(=O)OC(C)=O, C1COCCO1, O=[N+]([O-])O. The product is CC(=O)Nc1c(OC(C)=O)cc(C(=O)O)cc1[N+](=O)[O-]. Reaction SMILES: [C:1]([CH3:2])(=[O:3])[NH:4][c:5]1[c:6]([O:14][C:15]([CH3:16])=[O:17])[cH:7][c:8]([C:9](=[O:10])[OH:11])[cH:12][cH:13]1.[CH3:18][C:19]([O:20][C:21]([CH3:22])=[O:23])=[O:24].[O:29]1[CH2:30][CH2:31][O:32][CH2:33][CH2:34]1.[OH:25][N+:26]([O-:27])=[O:28]>>[C:1]([CH3:2])(=[O:3])[NH:4][c:5]1[c:6]([O:14][C:15]([CH3:16])=[O:17])[cH:7][c:8]([C:9](=[O:10])[OH:11])[cH:12][c:13]1[N+:26](=[O:25])[O-:27]. Starting materials: C(C1=CC=CC=C1)N1CC=2N(CC1)C(=NC2)CNCC2=C(C=C(C=C2)OC)OC (1-(7-benzyl-5,6,7,8-tetrahydroimidazo[1,5-a]pyrazin-3-yl)-N-(2,4-dimethoxybenzyl)methanamine), C(=O)(C(F)(F)F)O (TFA), C(C)[SiH](CC)CC (triethylsilane). Run in C(Cl)Cl (DCM). Run at temperature 55 celsius. Product: FC(C(=O)O)(F)F.C(C1=CC=CC=C1)N1CC=2N(CC1)C(=NC2)CN ((7-benzyl-5,6,7,8-tetrahydroimidazo[1,5-a]pyrazin-3-yl)methanamine 2,2,2-trifluoroacetate). Reaction SMILES: [CH2:1]([N:8]1[CH2:13][CH2:12][N:11]2[C:14]([CH2:17][NH:18]CC3C=CC(OC)=CC=3OC)=[N:15][CH:16]=[C:10]2[CH2:9]1)[C:2]1[CH:7]=[CH:6][CH:5]=[CH:4][CH:3]=1.[C:30]([OH:36])([C:32]([F:35])([F:34])[F:33])=[O:31].C([SiH](CC)CC)C>C(Cl)Cl>[F:33][C:32]([F:35])([F:34])[C:30]([OH:36])=[O:31].[CH2:1]([N:8]1[CH2:13][CH2:12][N:11]2[C:14]([CH2:17][NH2:18])=[N:15][CH:16]=[C:10]2[CH2:9]1)[C:2]1[CH:7]=[CH:6][CH:5]=[CH:4][CH:3]=1 |f:4.5|. Procedure: A flask was charged with 1-(7-benzyl-5,6,7,8-tetrahydroimidazo[1,5-a]pyrazin-3-yl)-N-(2,4-dimethoxybenzyl)methanamine (1.0 g, 2.6 mmol, prepared using H from 7-benzyl-5,6,7,8-tetrahydroimidazo[1,5-a]pyrazine-3-carbaldehyde [WO 03/076427, Preparation 138] with 2,4-dimethoxybenzylamine), DCM (20 mL) and TFA (10 mL). To the mixture was added triethylsilane (0.50 mL, 3.1 mmol) and the mixture was heated to about 55° C. for about 6 h. The solvents were removed under reduced pressure to give (7-benzyl...